This data is from the Open Reaction Database (ORD), a public repository of structured organic reaction records. The task is: describe an organic reaction: reactants, conditions, products, and yield Reactants: C(Cl)Cl (methylene chloride), C(C)(C)O (isopropanol), C(Cl)Cl (methylene chloride), CCC(C)C1[C@H](C=C[C@@]2(O1)C[C@@H]3CC(O2)C/C=C(/[C@H]([C@H](/C=C/C=C/4\COC5[C@@]4(C(C=C([C@H]5O)C)C(=O)O3)O)C)OC6C[C@@H]([C@H]([C@@H](O6)C)OC7C[C@@H]([C@H]([C@@H](O7)C)O)OC)OC)\C)C (avermectin B1a), CCC(C)[C@@H]1[C@H](C=C[C@@]2(O1)C[C@@H]3C[C@H](O2)C/C=C(/[C@H]([C@H](/C=C/C=C/4\CO[C@H]5[C@@]4([C@@H](C=C([C@H]5O)C)C(=O)O3)O)C)O[C@H]6C[C@@H]([C@H]([C@@H](O6)C)O[C@H]7C[C@@H]([C@H]([C@@H](O7)C)O)OC)OC)\C)C (avermectin), B1b-8,9-epoxide, 1a. The solvent is C1=CC=CC=C1 (benzene). Run at temperature -30 celsius, time 30 minute. The product is ClC1=CC(=CC=C1)C(=O)OO (metachloroperbenzoic acid). The yield is 85.0%. Reaction SMILES: [CH2:1]([Cl:3])Cl.CCC(C1O[C@]2(OC3CC=C(C)[C@@H](OC4O[C@@H](C)[C@H](OC5O[C@@H](C)[C@H](O)[C@@H](OC)C5)[C@@H](OC)C4)[C@@H](C)C=C[CH:26]=[C:27]4COC5[C@H](O)C(C)=[CH:33][CH:32]([C:38]([O:40][C@@H](C3)C2)=[O:39])[C@:31]45O)C=C[C@@H]1C)C.C([OH:69])(C)C.CCC([C@H]1O[C@]2(O[C@@H]3CC=C(C)[C@@H](O[C@@H]4O[C@@H](C)[C@H](O[C@@H]5O[C@@H](C)[C@H](O)[C@@H](OC)C5)[C@@H](OC)C4)[C@@H](C)C=CC=C4CO[C@@H]5[C@H](O)C(C)=C[C@@H](C(O[C@@H](C3)C2)=O)[C@]45O)C=C[C@@H]1C)C>C1C=CC=CC=1>[Cl:3][C:1]1[CH:26]=[CH:27][CH:31]=[C:32]([C:38]([O:40][OH:69])=[O:39])[CH:33]=1. Procedure details: A solution of 4.7 mg of 85% metachloroperbenzoic acid and 0.5 ml of fresh methylene chloride is prepared, is placed in a test tube, fitted with a septum and immersed in a dry ice acetone bath. There was added a solution of 0.5 ml of methylene chloride containing 20 mg of avermectin B1a/B1b. The reaction mixture is stirred under nitrogen at -70° C. for two hours and at -30° C. for 30 minutes. Then the reaction mixture was placed in an ice bath for 4 hr. and in a refrigerator for 2 days. The react... The reactants are C=1(C(=CC=CC1)S(=O)(=O)Cl)C (Toluene sulfonyl chloride), ClC=1C=C2C(=NC1C1=CC=C(C=C1)C1=CC=CC=C1)N=C(N2)O[C@H]2[C@@H]1[C@H](OC2)C(CO1)=NO ((3R,3aS,6aR)-3-[[6-chloro-5-(4-phenylphenyl)-1H-imidazo[4,5-b]pyridin-2-yl]oxy]-2,3,3a,6a-tetrahydrofuro[3,2-b]furan-6-one oxime), C=1(C(=CC=CC1)S(=O)(=O)Cl)C (toluene sulfonyl chloride). Run in CO (methanol), N1=CC=CC=C1 (pyridine). Conditions: time 1 hour. Product: ClC=1C=C2C(=NC1C1=CC=C(C=C1)C1=CC=CC=C1)N=C(N2)O[C@@H]2CO[C@H]1[C@@H]2OCC(N1)=O ((4aS,7R,7aR)-7-[[6-chloro-5-(4-phenylphenyl)-1H-imidazo[4,5-b]pyridin-2-yl]oxy]-4a,6,7,7a-tetrahydro-4H-furo[3,2-b][1,4]oxazin-3-one). RXN SMILES: [Cl:1][C:2]1[CH:3]=[C:4]2[NH:22][C:21]([O:23][C@@H:24]3[CH2:28][O:27][C@@H:26]4[C:29](=[N:32]O)[CH2:30][O:31][C@H:25]34)=[N:20][C:5]2=[N:6][C:7]=1[C:8]1[CH:13]=[CH:12][C:11]([C:14]2[CH:19]=[CH:18][CH:17]=[CH:16][CH:15]=2)=[CH:10][CH:9]=1.C1(C)C(S(Cl)(=O)=[O:41])=CC=CC=1>N1C=CC=CC=1.CO>[Cl:1][C:2]1[CH:3]=[C:4]2[NH:22][C:21]([O:23][C@H:24]3[C@H:25]4[O:31][CH2:30][C:29](=[O:41])[NH:32][C@H:26]4[O:27][CH2:28]3)=[N:20][C:5]2=[N:6][C:7]=1[C:8]1[CH:9]=[CH:10][C:11]([C:14]2[CH:15]=[CH:16][CH:17]=[CH:18][CH:19]=2)=[CH:12][CH:13]=1. Reported procedure: (3R,3aS,6aR)-3-[[6-chloro-5-(4-phenylphenyl)-1H-imidazo[4,5-b]pyridin-2-yl]oxy]-2,3,3a,6a-tetrahydrofuro[3,2-b]furan-6-one oxime (20 mg, 0.043 mmol) was dissolved in pyridine and was cooled in an ice bath. Toluene sulfonyl chloride (21.2 mg, 0.11 mmol) was added in one portion and the mixture was stirred in an ice bath for 1 hour. The mixture was warmed to room temperature and additional toluene sulfonyl chloride (17 mg, 0.09 mmol) was added. After 2 hours, the solution was placed in a 60 degree... The reactants are Cl.SC=1C(=NC=CC1)CO (3-mercapto-2-hydroxymethylpyridine hydrochloride), C1(=CC=CC=C1)C(C1=CC=CC=C1)(C1=CC=CC=C1)Cl (triphenylmethylchloride), ethyl acetate-hexanes, CN(C)C=O (DMF), C([O-])([O-])=O.[K+].[K+] (potassium carbonate), CN(C)C=O (DMF). Solvent: O.C(C)(=O)OCC (water ethyl acetate). Run at time 3 hour. Product: C1(=CC=CC=C1)C(SC=1C(=NC=CC1)CO)(C1=CC=CC=C1)C1=CC=CC=C1 (3-Triphenylmethylthio-2-hydroxymethylpyridine). Isolated yield 92.6%. RXN SMILES: Cl.[SH:2][C:3]1[C:4]([CH2:9][OH:10])=[N:5][CH:6]=[CH:7][CH:8]=1.CN(C=O)C.C(=O)([O-])[O-].[K+].[K+].[C:22]1([C:28](Cl)([C:35]2[CH:40]=[CH:39][CH:38]=[CH:37][CH:36]=2)[C:29]2[CH:34]=[CH:33][CH:32]=[CH:31][CH:30]=2)[CH:27]=[CH:26][CH:25]=[CH:24][CH:23]=1>O.C(OCC)(=O)C>[C:22]1([C:28]([C:29]2[CH:30]=[CH:31][CH:32]=[CH:33][CH:34]=2)([C:35]2[CH:36]=[CH:37][CH:38]=[CH:39][CH:40]=2)[S:2][C:3]2[C:4]([CH2:9][OH:10])=[N:5][CH:6]=[CH:7][CH:8]=2)[CH:23]=[CH:24][CH:25]=[CH:26][CH:27]=1 |f:0.1,3.4.5,7.8|. Reported procedure: Into a 3 L round bottom flask equipped with mechanical stirrer and nitrogen purge was charged 3-mercapto-2-hydroxymethylpyridine hydrochloride (25.0 g, 0.141 mol, 1 eq.) followed by DMF (1.2 L) and to the cloudy suspension was charged finely powdered potassium carbonate (58.5 g, 0.423 mol, 3.0 eq.). To the resulting solution was charged triphenylmethylchloride (38.1 g, 0.137 mol, 0.97 eq) and the reactions mixture was allowed to stir at room temperature for three hours until TLC analysis showed ... Starting materials: C(C1CO1)OC1=CC=CC=C1 (Phenyl glycidyl ether), NC1=NC2=CC=CC=C2C(=N1)NCCN (2-amino-4-(2-aminoethylamino)-quinazoline). The solvent is C(C)(C)O (isopropyl alcohol). The product is O(C1=CC=CC=C1)CC(CNCCNC1=NC(=NC2=CC=CC=C12)N)O (1-Phenoxy-3-[2-(2-aminoquinazolin-4-ylamino)-ethylamino]-propan-2-ol). As a reaction SMILES: [CH2:1]([O:5][C:6]1[CH:11]=[CH:10][CH:9]=[CH:8][CH:7]=1)[CH:2]1[O:4][CH2:3]1.[NH2:12][C:13]1[N:22]=[C:21]([NH:23][CH2:24][CH2:25][NH2:26])[C:20]2[C:15](=[CH:16][CH:17]=[CH:18][CH:19]=2)[N:14]=1>C(O)(C)C>[O:5]([CH2:1][CH:2]([OH:4])[CH2:3][NH:26][CH2:25][CH2:24][NH:23][C:21]1[C:20]2[C:15](=[CH:16][CH:17]=[CH:18][CH:19]=2)[N:14]=[C:13]([NH2:12])[N:22]=1)[C:6]1[CH:11]=[CH:10][CH:9]=[CH:8][CH:7]=1. Procedure details: 3.32 g. Phenyl glycidyl ether and 9.0 g. 2-amino-4-(2-aminoethylamino)-quinazoline are stirred for 24 hours at 50° C. in 100 ml. isopropyl alcohol. The reaction mixture is then evaporated and the residue purified chromatographically in the manner described in Example 38. There are obtained 2.0 g. (26% of theory) of the desired product in the form of a colorless oil. The reactants are C1CCOC1, COC(CN)OC, O=C(CCc1ccc(Cl)cc1Cl)NC1N=C(c2ccccc2)c2ccccc2NC1=S. Yields the product COC(CN=C1Nc2ccccc2C(c2ccccc2)=NC1NC(=O)CCc1ccc(Cl)cc1Cl)OC. As a reaction SMILES: [CH2:39]1[O:40][CH2:41][CH2:42][CH2:43]1.[CH3:32][O:33][CH:34]([CH2:35][NH2:36])[O:37][CH3:38].[c:1]1([C:7]2=[N:8][CH:9]([NH:19][C:20]([CH2:21][CH2:22][c:23]3[c:24]([Cl:30])[cH:25][c:26]([Cl:29])[cH:27][cH:28]3)=[O:31])[C:10](=[S:18])[NH:11][c:12]3[c:13]2[cH:14][cH:15][cH:16][cH:17]3)[cH:2][cH:3][cH:4][cH:5][cH:6]1>>[c:1]1([C:7]2=[N:8][CH:9]([NH:19][C:20]([CH2:21][CH2:22][c:23]3[c:24]([Cl:30])[cH:25][c:26]([Cl:29])[cH:27][cH:28]3)=[O:31])[C:10](=[N:36][CH2:35][CH:34]([O:33][CH3:32])[O:37][CH3:38])[NH:11][c:12]3[c:13]2[cH:14][cH:15][cH:16][cH:17]3)[cH:2][cH:3][cH:4][cH:5][cH:6]1. Reactants: N1=CNC2=C1C=CC(=C2)N (benzimidazol-5-amine), C(C)(C)C1=CC=C(CBr)C=C1 (4-isopropylbenzylbromide), C(=O)([O-])[O-].[K+].[K+] (K2CO3). The product is C(C)(C)C1=CC=C(CN(C2=CC3=C(NC=N3)C=C2)CC2=CC=C(C=C2)C(C)C)C=C1 (N,N-Bis(4-isopropylbenzyl)-1H-benzo[d]imidazol-5-amine). Reaction SMILES: [N:1]1[C:5]2[CH:6]=[CH:7][C:8]([NH2:10])=[CH:9][C:4]=2[NH:3][CH:2]=1.[CH:11]([C:14]1[CH:21]=[CH:20][C:17]([CH2:18]Br)=[CH:16][CH:15]=1)([CH3:13])[CH3:12].C([O-])([O-])=O.[K+].[K+]>>[CH:11]([C:14]1[CH:21]=[CH:20][C:17]([CH2:18][N:10]([CH2:18][C:17]2[CH:20]=[CH:21][C:14]([CH:11]([CH3:13])[CH3:12])=[CH:15][CH:16]=2)[C:8]2[CH:7]=[CH:6][C:5]3[NH:1][CH:2]=[N:3][C:4]=3[CH:9]=2)=[CH:16][CH:15]=1)([CH3:13])[CH3:12] |f:2.3.4|. Procedure: The compound was synthesized starting from benzimidazol-5-amine (133 mg; 1 mmol; 1 eq.), 4-isopropylbenzylbromide (469 mg; 0.376 ml; 2.2 mmol; 2.2 eq.) and K2CO3 (304 mg; 2.2 mmol; 2.2 eq.) according to method 5; Yield: 0.147 g (36.9%); MS m/z: 398.4 [M+H]+; 1H-NMR (500 MHz, DMSO d6): δ 1.16 (d, 12H, 3J=7.0 Hz); 2.83 (hept, 2H, 3J=7.0 Hz); 4.62 (s, 4H); 6.69 (br s, 1H); 6.73 (dd, 1H, 4J=2.4 Hz, 3J=8.9 Hz); 7.16-7.20 (m, 8H); 7.32 (d, 1H, 3J=8.9 Hz); 7.89 (s, 1H); 11.90 (br s, 1H); HPLC (METHOD [... Starting materials: CC(=O)OC(C)=O, O, CC12CCC3C(CCC4=CC(=O)CCC43CO)C1CCC2=O, c1ccncc1. The product is CC(=O)OCC12CCC(=O)C=C1CCC1C3CCC(=O)C3(C)CCC12. Reaction SMILES: [CH3:23][C:24](=[O:25])[O:26][C:27](=[O:28])[CH3:29].[OH2:30].[OH:1][CH2:2][C:3]12[CH2:4][CH2:5][C:6](=[O:22])[CH:7]=[C:8]1[CH2:9][CH2:10][CH:11]1[CH:12]3[CH2:13][CH2:14][C:15](=[O:21])[C:16]3([CH3:17])[CH2:18][CH2:19][CH:20]21.[cH:31]1[cH:32][cH:33][n:34][cH:35][cH:36]1>>[O:1]([CH2:2][C:3]12[CH2:4][CH2:5][C:6](=[O:22])[CH:7]=[C:8]1[CH2:9][CH2:10][CH:11]1[CH:12]3[CH2:13][CH2:14][C:15](=[O:21])[C:16]3([CH3:17])[CH2:18][CH2:19][CH:20]21)[C:24]([CH3:23])=[O:25].